This data is from the Open Reaction Database (ORD), a public repository of structured organic reaction records. The task is: describe an organic reaction: reactants, conditions, products, and yield Reactants: [N+](=O)([O-])C1=CC=C(C=C1)OC(\C=C\C=C(C1=CC=C(C=C1)OC)C1=CC=C(C=C1)OC)=O ((E)-5,5-bis(4-methoxyphenyl) -2,4-pentadienoic acid 4-nitrophenyl ester), C1=NC=CC2=CC=CC(=C12)CCCN (8-isoquinolinepropanamine). Run in O1CCCC1 (tetrahydrofuran). The product is C1=NC=CC2=CC=CC(=C12)CCCNC(\C=C\C=C(C1=CC=C(C=C1)OC)C1=CC=C(C=C1)OC)=O ((E)-N-[3-(8-isoquinolinyl) propyl]-5.5-bis(4-methoxyphenyl)-2,4-pentadienamide). Isolated yield 68.4%. Reaction SMILES: [N+](C1C=CC(O[C:11](=[O:32])/[CH:12]=[CH:13]/[CH:14]=[C:15]([C:24]2[CH:29]=[CH:28][C:27]([O:30][CH3:31])=[CH:26][CH:25]=2)[C:16]2[CH:21]=[CH:20][C:19]([O:22][CH3:23])=[CH:18][CH:17]=2)=CC=1)([O-])=O.[CH:33]1[C:42]2[C:37](=[CH:38][CH:39]=[CH:40][C:41]=2[CH2:43][CH2:44][CH2:45][NH2:46])[CH:36]=[CH:35][N:34]=1>O1CCCC1>[CH:33]1[C:42]2[C:37](=[CH:38][CH:39]=[CH:40][C:41]=2[CH2:43][CH2:44][CH2:45][NH:46][C:11](=[O:32])/[CH:12]=[CH:13]/[CH:14]=[C:15]([C:16]2[CH:17]=[CH:18][C:19]([O:22][CH3:23])=[CH:20][CH:21]=2)[C:24]2[CH:29]=[CH:28][C:27]([O:30][CH3:31])=[CH:26][CH:25]=2)[CH:36]=[CH:35][N:34]=1. Reported procedure: As in Example 134, a solution of (E)-5,5-bis(4-methoxyphenyl) -2,4-pentadienoic acid 4-nitrophenyl ester (0.24 g) and 8-isoquinolinepropanamine (0.103 g) in tetrahydrofuran (5 mL) was stirred for 17 hours at room temperature and was worked up in the usual manner. The crude amide was purified by HPLC (ethyl acetate) and then was crystallized from ethyl acetatehexane to afford 0.181 g of (E)-N-[3-(8-isoquinolinyl) propyl]-5.5-bis(4-methoxyphenyl)-2,4-pentadienamide, mp 115°-118° C. Starting materials: BrC1=CC=C(C=C1)Br (1,4-dibromobenzene), N1CCS(CC1)(=O)=O (thiomorpholine-1,1-dioxide), C=1C=CC(=CC1)P(C=2C=CC=CC2)C3=CC=C4C=CC=CC4=C3C5=C6C=CC=CC6=CC=C5P(C=7C=CC=CC7)C=8C=CC=CC8 (BINAP), CC(C)(C)[O-].[Na+] (sodium 2-methylpropan-2-olate). Reagents/catalysts: C=1C=CC(=CC1)/C=C/C(=O)/C=C/C2=CC=CC=C2.C=1C=CC(=CC1)/C=C/C(=O)/C=C/C2=CC=CC=C2.C=1C=CC(=CC1)/C=C/C(=O)/C=C/C2=CC=CC=C2.[Pd].[Pd] (Pd2 dba3). Solvent: C1(=CC=CC=C1)C (toluene). Run at temperature 80 celsius, time 8 hour. Product: BrC1=CC=C(C=C1)N1CCS(CC1)(=O)=O (4-(4-bromophenyl)thiomorpholine-1,1-dioxide). Reaction SMILES: Br[C:2]1[CH:7]=[CH:6][C:5]([Br:8])=[CH:4][CH:3]=1.[NH:9]1[CH2:14][CH2:13][S:12](=[O:16])(=[O:15])[CH2:11][CH2:10]1.C1C=CC(P(C2C(C3C(P(C4C=CC=CC=4)C4C=CC=CC=4)=CC=C4C=3C=CC=C4)=C3C(C=CC=C3)=CC=2)C2C=CC=CC=2)=CC=1.CC([O-])(C)C.[Na+]>C1C=CC(/C=C/C(/C=C/C2C=CC=CC=2)=O)=CC=1.C1C=CC(/C=C/C(/C=C/C2C=CC=CC=2)=O)=CC=1.C1C=CC(/C=C/C(/C=C/C2C=CC=CC=2)=O)=CC=1.[Pd].[Pd].C1(C)C=CC=CC=1>[Br:8][C:5]1[CH:6]=[CH:7][C:2]([N:9]2[CH2:14][CH2:13][S:12](=[O:16])(=[O:15])[CH2:11][CH2:10]2)=[CH:3][CH:4]=1 |f:3.4,5.6.7.8.9|. Procedure: A mixture of 1,4-dibromobenzene (118 mg, 0.5 mmol), thiomorpholine-1,1-dioxide (68 mg, 0.5 mmol), Pd2 dba3 (12 mg, 2.5 mol %), BINAP (24 mg, 7.5 mol %), sodium 2-methylpropan-2-olate (72 mg, 0.75 mmol) and toluene (2 mL) was stirred at 80° C. for overnight. The reaction mixture was cooled down to room temperature and worked-up. The residue was purified on slilica gel flash column chromatography (eluent: 0-50% EtOAc in hexane) to afford 4-(4-bromophenyl)thiomorpholine-1,1-dioxide as a white solid...